Dataset: the Open Reaction Database (ORD), a public repository of structured organic reaction records. Task: describe an organic reaction: reactants, conditions, products, and yield Reactants: O=C(O)c1ccc(C=CC(=O)c2ccccc2)cc1, Cl, [Na+], [OH-], O, OO. Yields the product O=C(O)c1ccc(C2OC2C(=O)c2ccccc2)cc1. RXN SMILES: [C:1](=[O:2])([OH:3])[c:4]1[cH:5][cH:6][c:7]([CH:8]=[CH:9][C:10](=[O:11])[c:12]2[cH:13][cH:14][cH:15][cH:16][cH:17]2)[cH:18][cH:19]1.[ClH:22].[Na+:24].[OH-:23].[OH2:25].[OH:20][OH:21]>>[C:1](=[O:2])([OH:3])[c:4]1[cH:5][cH:6][c:7]([CH:8]2[CH:9]([C:10](=[O:11])[c:12]3[cH:13][cH:14][cH:15][cH:16][cH:17]3)[O:20]2)[cH:18][cH:19]1. Starting materials: CCOC(C)=O, CC=O, CC(Cl)Cl, CC1C(c2cc(C(F)(F)F)cc(C(F)(F)F)c2)OC(=O)N1Cc1cc(C(F)(F)F)ccc1CNC1CCC1. Yields the product CCN(Cc1ccc(C(F)(F)F)cc1CN1C(=O)OC(c2cc(C(F)(F)F)cc(C(F)(F)F)c2)C1C)C1CCC1. Reaction SMILES: [CH3:46][CH2:47][O:48][C:49]([CH3:50])=[O:51].[CH:39]([CH3:40])=[O:41].[Cl:42][CH:43]([Cl:44])[CH3:45].[F:1][C:2]([c:3]1[cH:4][c:5]([CH:13]2[CH:14]([CH3:36])[N:15]([CH2:19][c:20]3[c:21]([CH2:30][NH:31][CH:32]4[CH2:33][CH2:34][CH2:35]4)[cH:22][cH:23][c:24]([C:26]([F:27])([F:28])[F:29])[cH:25]3)[C:16](=[O:18])[O:17]2)[cH:6][c:7]([C:9]([F:10])([F:11])[F:12])[cH:8]1)([F:37])[F:38]>>[F:1][C:2]([c:3]1[cH:4][c:5]([CH:13]2[CH:14]([CH3:36])[N:15]([CH2:19][c:20]3[c:21]([CH2:30][N:31]([CH:32]4[CH2:33][CH2:34][CH2:35]4)[CH2:39][CH3:40])[cH:22][cH:23][c:24]([C:26]([F:27])([F:28])[F:29])[cH:25]3)[C:16](=[O:18])[O:17]2)[cH:6][c:7]([C:9]([F:10])([F:11])[F:12])[cH:8]1)([F:37])[F:38]. RXN SMILES: [Na].[Cl:2][C:3]1[C:8]([CH3:9])=[CH:7][CH:6]=[C:5]([Cl:10])[C:4]=1[NH:11][S:12]([C:15]1[N:25]=[C:18]2[N:19]=[C:20]([CH3:24])[CH:21]=[C:22](Cl)[N:17]2[N:16]=1)(=[O:14])=[O:13].Cl.[CH3:27][OH:28]>>[Cl:2][C:3]1[C:8]([CH3:9])=[CH:7][CH:6]=[C:5]([Cl:10])[C:4]=1[NH:11][S:12]([C:15]1[N:25]=[C:18]2[N:19]=[C:20]([CH3:24])[CH:21]=[C:22]([O:28][CH3:27])[N:17]2[N:16]=1)(=[O:14])=[O:13] |^1:0|. Conditions: time 90 minute. The reactants are ClC1=C(C(=CC=C1C)Cl)NS(=O)(=O)C1=NN2C(N=C(C=C2Cl)C)=N1 (N-(2,6-dichloro-3-methylphenyl)-7-chloro-5-methyl-1,2,4-triazolo[1,5-a]pyrimidine-2-sulfonamide), [Na] (Sodium), CO (methanol), Cl (hydrochloric acid). The product is ClC1=C(C(=CC=C1C)Cl)NS(=O)(=O)C1=NN2C(N=C(C=C2OC)C)=N1 (N-(2,6-dichloro-3-methylphenyl)-7-methoxy-5-methyl-1,2,4-triazolo[1,5-a]pyrimidine-2-sulfonamide). Procedure details: Sodium (0.6 g, 26 mmol) was added to about 40 ml of methanol and allowed to react. N-(2,6-dichloro-3-methylphenyl)-7-chloro-5-methyl-1,2,4-triazolo[1,5-a]pyrimidine-2-sulfonamide (2.5 g, 6.9 mmol) was added with stirring. After about 90 minutes, thin layer chromatography indicated the starting material had reacted. The solution was then acidified by adding 6N hydrochloric acid dropwise and then concentrated by evaporation under reduced pressure. The residue was triturated with water and the soli... Isolated yield 67.4%. Run at time 4 hour. Reported procedure: A RBF was charged with (E)-ethyl 3-(2-amino-5-(benzylthio)phenyl)acrylate (4.729 g, 15.09 mmol, made via Method 42, Steps 1-2), 1-bromo-4-iodo-5-methoxy-2-methylbenzene (5.18 g, 15.84 mmol, Oakwood), Xantphos (0.437 g, 0.754 mmol), Pd2(dba)3 (0.345 g, 0.377 mmol), cesium carbonate (9.83 g, 30.2 mmol), and toluene (30 mL) were added. A reflux condenser was attached, and the mixture was heated to reflux. After 4 h, additional portions of Pd2(dba)3 (172 mg) and Xantphos (213 mg) were added. After 2... Reactants: NC1=C(C=C(C=C1)SCC1=CC=CC=C1)/C=C/C(=O)OCC ((E)-ethyl 3-(2-amino-5-(benzylthio)phenyl)acrylate), BrC1=C(C=C(C(=C1)OC)I)C (1-bromo-4-iodo-5-methoxy-2-methylbenzene), C([O-])([O-])=O.[Cs+].[Cs+] (cesium carbonate), C([O-])([O-])=O.[Cs+].[Cs+] (cesium carbonate), BrC1=C(C=C(C(=C1)OC)I)C (1-bromo-4-iodo-5-methoxy-2-methylbenzene). Solvent: C1(=CC=CC=C1)C (toluene). As a reaction SMILES: [NH2:1][C:2]1[CH:7]=[CH:6][C:5]([S:8][CH2:9][C:10]2[CH:15]=[CH:14][CH:13]=[CH:12][CH:11]=2)=[CH:4][C:3]=1/[CH:16]=[CH:17]/[C:18]([O:20][CH2:21][CH3:22])=[O:19].[Br:23][C:24]1[CH:29]=[C:28]([O:30][CH3:31])[C:27](I)=[CH:26][C:25]=1[CH3:33].C(=O)([O-])[O-].[Cs+].[Cs+]>C1C=CC(/C=C/C(/C=C/C2C=CC=CC=2)=O)=CC=1.C1C=CC(/C=C/C(/C=C/C2C=CC=CC=2)=O)=CC=1.C1C=CC(/C=C/C(/C=C/C2C=CC=CC=2)=O)=CC=1.[Pd].[Pd].CC1(C)C2C(=C(P(C3C=CC=CC=3)C3C=CC=CC=3)C=CC=2)OC2C(P(C3C=CC=CC=3)C3C=CC=CC=3)=CC=CC1=2.C1(C)C=CC=CC=1>[CH2:9]([S:8][C:5]1[CH:6]=[CH:7][C:2]([NH:1][C:27]2[CH:26]=[C:25]([CH3:33])[C:24]([Br:23])=[CH:29][C:28]=2[O:30][CH3:31])=[C:3](/[CH:16]=[CH:17]/[C:18]([O:20][CH2:21][CH3:22])=[O:19])[CH:4]=1)[C:10]1[CH:15]=[CH:14][CH:13]=[CH:12][CH:11]=1 |f:2.3.4,5.6.7.8.9|. The reagents and catalysts are C=1C=CC(=CC1)/C=C/C(=O)/C=C/C2=CC=CC=C2.C=1C=CC(=CC1)/C=C/C(=O)/C=C/C2=CC=CC=C2.C=1C=CC(=CC1)/C=C/C(=O)/C=C/C2=CC=CC=C2.[Pd].[Pd] (Pd2(dba)3), CC1(C2=C(C(=CC=C2)P(C3=CC=CC=C3)C4=CC=CC=C4)OC5=C(C=CC=C51)P(C6=CC=CC=C6)C7=CC=CC=C7)C (Xantphos), C=1C=CC(=CC1)/C=C/C(=O)/C=C/C2=CC=CC=C2.C=1C=CC(=CC1)/C=C/C(=O)/C=C/C2=CC=CC=C2.C=1C=CC(=CC1)/C=C/C(=O)/C=C/C2=CC=CC=C2.[Pd].[Pd] (Pd2(dba)3), CC1(C2=C(C(=CC=C2)P(C3=CC=CC=C3)C4=CC=CC=C4)OC5=C(C=CC=C51)P(C6=CC=CC=C6)C7=CC=CC=C7)C (Xantphos). The product is C(C1=CC=CC=C1)SC=1C=CC(=C(C1)/C=C/C(=O)OCC)NC1=C(C=C(C(=C1)C)Br)OC ((E)-ethyl 3-(5-(benzylthio)-2-((4-bromo-2-methoxy-5-methylphenyl)amino)phenyl)acrylate). The reactants are COC(=O)C1CCCC1C(=O)NCC#N, COCCOC, Cl, [Na+], [OH-], O. The product is N#CCNC(=O)C1CCCC1C(=O)O. Reaction SMILES: [C:1](#[N:2])[CH2:3][NH:4][C:5](=[O:6])[CH:7]1[CH:8]([C:12](=[O:13])[O:14][CH3:15])[CH2:9][CH2:10][CH2:11]1.[CH3:19][O:20][CH2:21][CH2:22][O:23][CH3:24].[ClH:18].[Na+:17].[OH-:16].[OH2:25]>>[C:1](#[N:2])[CH2:3][NH:4][C:5](=[O:6])[CH:7]1[CH:8]([C:12](=[O:13])[OH:14])[CH2:9][CH2:10][CH2:11]1. Reactants: Cc1cc(S(=O)(=O)c2ccccc2C(N)=O)ccc1Br, OB(O)C=Cc1ccc(F)cc1. Product: Cc1cc(S(=O)(=O)c2ccccc2C(N)=O)ccc1C=Cc1ccc(F)cc1. RXN SMILES: [Br:1][c:2]1[c:3]([CH3:20])[cH:4][c:5]([S:8](=[O:9])(=[O:10])[c:11]2[c:12]([C:13](=[O:14])[NH2:15])[cH:16][cH:17][cH:18][cH:19]2)[cH:6][cH:7]1.[F:21][c:22]1[cH:23][cH:24][c:25]([CH:28]=[CH:29][B:30]([OH:31])[OH:32])[cH:26][cH:27]1>>[c:2]1([CH:29]=[CH:28][c:25]2[cH:24][cH:23][c:22]([F:21])[cH:27][cH:26]2)[c:3]([CH3:20])[cH:4][c:5]([S:8](=[O:9])(=[O:10])[c:11]2[c:12]([C:13](=[O:14])[NH2:15])[cH:16][cH:17][cH:18][cH:19]2)[cH:6][cH:7]1. The product is C1(C=2C(C(N1)=O)=CC=CC2)=O (phthalimide). Run at time 12 hour. As a reaction SMILES: [NH2:1]CCC1C2C(=CC=CC=2)NC=1.[C:13]1(=O)[O:18][C:16](=[O:17])[C:15]2=[CH:19][CH:20]=[CH:21][CH:22]=[C:14]12.O>C1(C)C=CC=CC=1>[C:13]1(=[O:18])[NH:1][C:16](=[O:17])[C:15]2=[CH:19][CH:20]=[CH:21][CH:22]=[C:14]12. Run in C1(=CC=CC=C1)C (toluene). Starting materials: NCCC1=CNC2=CC=CC=C12 (tryptamine), C1(C=2C(C(=O)O1)=CC=CC2)=O (phthalic anhydride), O (water). Procedure: A solution of 3.20 g (20.0 m mol) of tryptamine and 3.10 g (20.0 m mol) of phthalic anhydride in 40 ml of toluene was refluxed under a Dean-Stark water separator for 12 h. Cooling, filtration and concentration of the filtrate gave a crude phthalimide which was recrystallized from ethanol to produce 4.85 g (84%), of phthalimide, mp 164°-165° C.; reported 164°-165° C.3 Reactants: CCOC(=O)C1CCN(S(=O)(=O)N2CCOCC2)CC1, CO, [Na+], [OH-]. Yields the product O=C(O)C1CCN(S(=O)(=O)N2CCOCC2)CC1. RXN SMILES: [CH2:1]([CH3:2])[O:3][C:4](=[O:5])[CH:6]1[CH2:7][CH2:8][N:9]([S:12](=[O:13])(=[O:14])[N:15]2[CH2:16][CH2:17][O:18][CH2:19][CH2:20]2)[CH2:10][CH2:11]1.[CH3:23][OH:24].[Na+:22].[OH-:21]>>[O:3]=[C:4]([OH:5])[CH:6]1[CH2:7][CH2:8][N:9]([S:12](=[O:13])(=[O:14])[N:15]2[CH2:16][CH2:17][O:18][CH2:19][CH2:20]2)[CH2:10][CH2:11]1. Reaction SMILES: [OH:1]O.[N:3]1[CH:8]=[CH:7][CH:6]=[C:5]([CH2:9][C:10]#[N:11])[CH:4]=1.O>C(O)(=O)C>[CH:7]1[CH:8]=[N+:3]([O-:1])[CH:4]=[C:5]([CH2:9][C:10]#[N:11])[CH:6]=1. The reactants are OO (Hydrogen peroxide), N1=CC(=CC=C1)CC#N (3-pyridylacetonitrile), O (Water). Solvent: C(C)(=O)O (acetic acid). Procedure: 30% Hydrogen peroxide (12 mL) was added to a solution of 3-pyridylacetonitrile (7.50 g, 63.5 mmol) in acetic acid (40 mL) and the mixture heated at 95° C. for 20 hours. The reaction mixture was then cooled and stirred at room temperature for 72 hours. Water (35 mL) was then added and the solution concentrated under reduced pressure. Water (2×100 mL) was added to the residue and solution concentrated under reduced pressure. Residual water was removed azeotropically using toluene (2×100 mL) to yie... Conditions: temperature 95 celsius, time 72 hour. Yields the product C1=CC(=C[N+](=C1)[O-])CC#N ((1-Oxypyridin-3-yl)acetonitrile).